From a dataset of the Open Reaction Database (ORD), a public repository of structured organic reaction records. describe an organic reaction: reactants, conditions, products, and yield Reactants: COC1=CC=C(C=C1)C1=C(C2=C(S1)C=C(C=C2)OC)C(=O)C2=CC=CC=C2 ([2-(4-methoxyphenyl)-6-methoxybenzo[b]thien-3-yl][phenyl] methanone), Cl.N1=CC=CC=C1 (pyridine hydrochloride), ice water. Reaction conditions: time 1.5 hour. The product is OC1=CC=C(C=C1)C1=C(C2=C(S1)C=C(C=C2)O)C(=O)C2=CC=CC=C2 ([2-(4-Hydroxyphenyl)-6-hydroxybenzo[b]thien-3-yl][phenyl]methanone). Reaction SMILES: C[O:2][C:3]1[CH:8]=[CH:7][C:6]([C:9]2[S:13][C:12]3[CH:14]=[C:15]([O:18]C)[CH:16]=[CH:17][C:11]=3[C:10]=2[C:20]([C:22]2[CH:27]=[CH:26][CH:25]=[CH:24][CH:23]=2)=[O:21])=[CH:5][CH:4]=1.Cl.N1C=CC=CC=1>>[OH:2][C:3]1[CH:8]=[CH:7][C:6]([C:9]2[S:13][C:12]3[CH:14]=[C:15]([OH:18])[CH:16]=[CH:17][C:11]=3[C:10]=2[C:20]([C:22]2[CH:23]=[CH:24][CH:25]=[CH:26][CH:27]=2)=[O:21])=[CH:5][CH:4]=1 |f:1.2|. Procedure details: 2.5 g (6.7 mmol) of [2-(4-methoxyphenyl)-6-methoxybenzo[b]thien-3-yl][phenyl] methanone mixed with 10 g of pyridine hydrochloride and fused at 220° C. for 1.5 hours. The reaction mixture was poured into ice-water and mixture extracted with 500 mL of EtOAc. The EtOAc layer was separated, washed with brine, dried with MgSO4, and evaporated to a yellow oil. The product was crystallized from MeOH--HOH. This yielded 2.1 g of the title compound as yellow crystalline solid. The reactants are Cn1c(CN2CCC(N3CCOCC3)CC2)nc2c(N3CCOCC3)nc(-c3cn(S(=O)(=O)c4ccccc4)c4ccccc34)nc21, CCO, [Na+], [OH-]. Product: Cn1c(CN2CCC(N3CCOCC3)CC2)nc2c(N3CCOCC3)nc(-c3c[nH]c4ccccc34)nc21. RXN SMILES: [CH3:1][n:2]1[c:3]2[n:4][c:5](-[c:30]3[cH:31][n:32]([S:39]([c:40]4[cH:41][cH:42][cH:43][cH:44][cH:45]4)(=[O:46])=[O:47])[c:33]4[cH:34][cH:35][cH:36][cH:37][c:38]34)[n:6][c:7]([N:24]3[CH2:25][CH2:26][O:27][CH2:28][CH2:29]3)[c:8]2[n:9][c:10]1[CH2:11][N:12]1[CH2:13][CH2:14][CH:15]([N:18]2[CH2:19][CH2:20][O:21][CH2:22][CH2:23]2)[CH2:16][CH2:17]1.[CH3:50][CH2:51][OH:52].[Na+:49].[OH-:48]>>[CH3:1][n:2]1[c:3]2[n:4][c:5](-[c:30]3[cH:31][nH:32][c:33]4[cH:34][cH:35][cH:36][cH:37][c:38]34)[n:6][c:7]([N:24]3[CH2:25][CH2:26][O:27][CH2:28][CH2:29]3)[c:8]2[n:9][c:10]1[CH2:11][N:12]1[CH2:13][CH2:14][CH:15]([N:18]2[CH2:19][CH2:20][O:21][CH2:22][CH2:23]2)[CH2:16][CH2:17]1.